From a dataset of the Open Reaction Database (ORD), a public repository of structured organic reaction records. describe an organic reaction: reactants, conditions, products, and yield Starting materials: [N+](=O)([O-])C=1C=C(C(=O)O)C=CC1 (m-Nitrobenzoic acid), N1CCOCC1 (Morpholine), Cl.CN(CCCN=C=NCC)C (N-(3-Dimethylaminopropyl)-N′-ethylcarbodiimide hydrochloride), ON1N=NC2=C1C=CC=C2 (1-Hydroxybenzotriazole), O1CCCC1 (Tetrahydrofuran), C([O-])(O)=O.[Na+] (sodium bicarbonate). Run at time 8 hour. The product is N1(CCOCC1)C(=O)C1=CC(=CC=C1)[N+](=O)[O-] (Morpholin-4-yl-(3-nitro-phenyl)-methanone). The yield is 98.4%. As a reaction SMILES: [N+:1]([C:4]1[CH:5]=[C:6]([CH:10]=[CH:11][CH:12]=1)[C:7]([OH:9])=O)([O-:3])=[O:2].[NH:13]1[CH2:18][CH2:17][O:16][CH2:15][CH2:14]1.Cl.CN(C)CCCN=C=NCC.ON1C2C=CC=CC=2N=N1.O1CCCC1.C(=O)(O)[O-].[Na+]>>[N:13]1([C:7]([C:6]2[CH:10]=[CH:11][CH:12]=[C:4]([N+:1]([O-:3])=[O:2])[CH:5]=2)=[O:9])[CH2:18][CH2:17][O:16][CH2:15][CH2:14]1 |f:2.3,6.7|. Reported procedure: m-Nitrobenzoic acid (2.00 g, 0.0120 mol), Morpholine (1.25 g, 0.0144 mol), N-(3-Dimethylaminopropyl)-N′-ethylcarbodiimide hydrochloride (2.29 g, 0.0120 mol) and 1-Hydroxybenzotriazole (0.40 g, 0.0030 mol) were dissolved in Tetrahydrofuran (35 mL, 0.43 mol) and the reaction was allowed to stir overnight at room temperature. The reaction mixture was poured over saturated sodium bicarbonate, and organics were extracted with ethyl acetate/dichloromethane. Combined organics were dried over sodium sul... The reactants are CCN=C=NCCCN(C)C, CN(C)C=O, Cl, O, On1nnc2ccccc21, O=C1OC(c2ccccc2)(c2ccccc2)C2CNCCN12, O=C(O)c1ccc2ncccc2c1. Product: O=C(c1ccc2ncccc2c1)N1CCN2C(=O)OC(c3ccccc3)(c3ccccc3)C2C1. As a reaction SMILES: [CH2:47]([N:48]=[C:49]=[N:50][CH2:51][CH2:52][CH2:53][N:54]([CH3:55])[CH3:56])[CH3:57].[CH3:58][N:59]([CH3:60])[CH:61]=[O:62].[ClH:46].[OH2:63].[OH:36][n:37]1[c:38]2[cH:39][cH:40][cH:41][cH:42][c:43]2[n:44][n:45]1.[c:1]1([C:7]2([c:17]3[cH:18][cH:19][cH:20][cH:21][cH:22]3)[O:8][C:9](=[O:16])[N:10]3[CH:11]2[CH2:12][NH:13][CH2:14][CH2:15]3)[cH:2][cH:3][cH:4][cH:5][cH:6]1.[n:23]1[cH:24][cH:25][cH:26][c:27]2[cH:28][c:29]([C:33](=[O:34])[OH:35])[cH:30][cH:31][c:32]12>>[c:1]1([C:7]2([c:17]3[cH:18][cH:19][cH:20][cH:21][cH:22]3)[O:8][C:9](=[O:16])[N:10]3[CH:11]2[CH2:12][N:13]([C:33]([c:29]2[cH:28][c:27]4[cH:26][cH:25][cH:24][n:23][c:32]4[cH:31][cH:30]2)=[O:34])[CH2:14][CH2:15]3)[cH:2][cH:3][cH:4][cH:5][cH:6]1.